Task: describe an organic reaction: reactants, conditions, products, and yield. Dataset: the Open Reaction Database (ORD), a public repository of structured organic reaction records The reactants are C1(=CC=CC=C1)C=1C=C2C(CC(C2=CC1)=O)=O (5-phenyl indane-1,3-dione), [N+](=O)(O)[O-] (nitric acid), Example 16 ( c ). Product: [N+](=O)([O-])C1C(C2=CC=C(C=C2C1=O)C1=CC=CC=C1)=O (2-nitro-5-phenyl indane-1,3-dione). Reaction SMILES: [C:1]1([C:7]2[CH:8]=[C:9]3[C:13](=[CH:14][CH:15]=2)[C:12](=[O:16])[CH2:11][C:10]3=[O:17])[CH:6]=[CH:5][CH:4]=[CH:3][CH:2]=1.[N+:18]([O-])([OH:20])=[O:19]>>[N+:18]([CH:11]1[C:10](=[O:17])[C:9]2[C:13](=[CH:14][CH:15]=[C:7]([C:1]3[CH:2]=[CH:3][CH:4]=[CH:5][CH:6]=3)[CH:8]=2)[C:12]1=[O:16])([O-:20])=[O:19]. Procedure details: Nitration of 5-phenyl indane-1,3-dione with fuming nitric acid as described in Example 16 (c) gave 2-nitro-5-phenyl indane-1,3-dione, m.p. (water, hydrochloric acid) 119°C. (Found: C, 65.54; H, 3.39; N, 4.93; C15H9NO4. 1/2 H2O requires: C, 65.21; H, 3.65; N, 5.07%). Reactants: ClC=1C(=NC=C(C1)C(F)(F)F)N1NC=C2C=C3C(C=C12)=NN=N3 (5-(3-chloro-5-trifluoromethylpyridin-2-yl)[1,2,3]triazolo[4,5-f]indazole), BrC(C(=O)OC)C (methyl 2-bromopropionate), C([O-])([O-])=O.[K+].[K+] (potassium carbonate), resultant mixture, O (water). Run in CN(C=O)C (N,N-dimethylformamide). Yields the product ClC=1C(=NC=C(C1)C(F)(F)F)N1N=CC=2C=C3C(=CC12)N(N=N3)C(C)C(=O)OC (5-(3-chloro-5-trifluoromethylpyridin-2-yl)-3-(1-methoxycarbonylethyl)[1,2,3]triazolo[4,5-f]indazole), ClC=1C(=NC=C(C1)C(F)(F)F)N1N=CC=2C=C3C(=CC12)N=NN3C(C)C(=O)OC (5-(3-chloro-5-trifluoromethylpyridin-2-yl)-1-(1-methoxycarbonylethyl)[1,2,3]triazolo[4,5-f]indazole). Reaction SMILES: [Cl:1][C:2]1[C:3]([N:12]2[C:20]3[C:15]([CH:16]=[C:17]4[N:23]=[N:22][N:21]=[C:18]4[CH:19]=3)=[CH:14][NH:13]2)=[N:4][CH:5]=[C:6]([C:8]([F:11])([F:10])[F:9])[CH:7]=1.Br[CH:25]([CH3:30])[C:26]([O:28][CH3:29])=[O:27].C(=O)([O-])[O-].[K+].[K+].O>CN(C)C=O>[Cl:1][C:2]1[C:3]([N:12]2[C:20]3[CH:19]=[C:18]4[N:21]([CH:25]([C:26]([O:28][CH3:29])=[O:27])[CH3:30])[N:22]=[N:23][C:17]4=[CH:16][C:15]=3[CH:14]=[N:13]2)=[N:4][CH:5]=[C:6]([C:8]([F:10])([F:9])[F:11])[CH:7]=1.[Cl:1][C:2]1[C:3]([N:12]2[C:20]3[CH:19]=[C:18]4[N:21]=[N:22][N:23]([CH:25]([C:26]([O:28][CH3:29])=[O:27])[CH3:30])[C:17]4=[CH:16][C:15]=3[CH:14]=[N:13]2)=[N:4][CH:5]=[C:6]([C:8]([F:10])([F:9])[F:11])[CH:7]=1 |f:2.3.4|. Reported procedure: To a solution of 5-(3-chloro-5-trifluoromethylpyridin-2-yl)[1,2,3]triazolo[4,5-f]indazole [Compound No. 48] (1.0 g) in N,N-dimethylformamide (10 g), methyl 2-bromopropionate (0.5 g) and potassium carbonate (1 g) were added, and the resultant mixture was stirred at 40° C. for 3 hours. After completion of the reaction, the reaction mixture was poured into water and extracted with ethyl acetate. The extract was washed, dried over magnesium sulfate and concentrated under reduced pressure. The residu... Starting materials: Cc1ccc2nnc(S)n2n1, Cn1cc(-c2cnc3[nH]ccc3c2)cn1, I, CN(C)C=O. Product: Cc1ccc2nnc(Sc3c[nH]c4ncc(-c5cnn(C)c5)cc34)n2n1. RXN SMILES: [CH3:16][c:17]1[cH:18][cH:19][c:20]2[n:21]([n:22]1)[c:23]([SH:26])[n:24][n:25]2.[CH3:1][n:2]1[n:3][cH:4][c:5](-[c:7]2[cH:8][c:9]3[c:10]([n:11][cH:12]2)[nH:13][cH:14][cH:15]3)[cH:6]1.[I:27].[O:28]=[CH:29][N:30]([CH3:31])[CH3:32]>>[CH3:1][n:2]1[n:3][cH:4][c:5](-[c:7]2[cH:8][c:9]3[c:10]([n:11][cH:12]2)[nH:13][cH:14][c:15]3[S:26][c:23]2[n:21]3[c:20]([cH:19][cH:18][c:17]([CH3:16])[n:22]3)[n:25][n:24]2)[cH:6]1. Reactants: NC1=NC(=C2N=CN(C2=N1)C1[C@H](OCCCCCCCCCCCCCCCCCC)[C@H](O)[C@H](O1)CO)N (2,6-Diamino-9-(2-O-octadecyl--D-ribofuranosyl) purine), CS(=O)C (DMSO), [C@@H]1([C@H](O)[C@H](O)[C@@H](CO)O1)N1C=NC=2C(N)=NC=NC12 (adenosine), [C@@H]1([C@H](O)[C@H](O)[C@@H](CO)O1)N1C=NC=2C(N)=NC=NC12 (adenosine). Solvent: P(=O)([O-])([O-])[O-].[Na+].[Na+].[Na+] (sodium phosphate). Run at time 9 day. The product is C(CCCCCCCCCCCCCCCCC)O[C@H]1[C@@H](O[C@@H]([C@H]1O)CO)N1C=NC=2C(=O)NC(N)=NC12 (2'-O-Octadecylguanosine). RXN SMILES: [NH2:1][C:2]1[N:10]=[C:9]2[C:5]([N:6]=[CH:7][N:8]2[CH:11]2[O:35][C@H:34]([CH2:36][OH:37])[C@@H:32]([OH:33])[C@H:12]2[O:13][CH2:14][CH2:15][CH2:16][CH2:17][CH2:18][CH2:19][CH2:20][CH2:21][CH2:22][CH2:23][CH2:24][CH2:25][CH2:26][CH2:27][CH2:28][CH2:29][CH2:30][CH3:31])=[C:4](N)[N:3]=1.CS(C)=[O:41].[C@@H]1(N2C3N=CN=C(N)C=3N=C2)O[C@H](CO)[C@@H](O)[C@H]1O>P([O-])([O-])([O-])=O.[Na+].[Na+].[Na+]>[CH2:14]([O:13][C@@H:12]1[C@H:32]([OH:33])[C@@H:34]([CH2:36][OH:37])[O:35][C@H:11]1[N:8]1[C:9]2[N:10]=[C:2]([NH2:1])[NH:3][C:4](=[O:41])[C:5]=2[N:6]=[CH:7]1)[CH2:15][CH2:16][CH2:17][CH2:18][CH2:19][CH2:20][CH2:21][CH2:22][CH2:23][CH2:24][CH2:25][CH2:26][CH2:27][CH2:28][CH2:29][CH2:30][CH3:31] |f:3.4.5.6|. Procedure details: 2,6-Diamino-9-(2-O-octadecyl--D-ribofuranosyl) purine (10 g) in 0.1 M sodium phosphate buffer (50 mL, pH 7.4), 0.1 M tris buffer (1000 mL, pH 7.4) and DMSO (1000 mL) was treated with adenosine deaminase (1.5 g) at RT. At day 3, day 5 and day 7 an additional aliquot (500 mg, 880 mg and 200 gag, respectively) of adenosine deaminase was added. The reaction was stirred for a total of 9 day and purification by silica gel chromatography yielded the product (2 g). An analytical sample was recrystallize... Reactants: [N+](=O)([O-])C(C(C)=O)OC1=CC=CC=C1 (nitrophenoxyacetone), [H][H] (hydrogen), [N+](=O)([O-])C(C(C)=O)OC1=CC=CC=C1 (nitrophenoxyacetone), [N+](=O)([O-])C1=C(OCC(C)=O)C=CC=C1 (o-nitrophenoxyacetone), Ni Mo. Reagents/catalysts: [Ni] (nickel sponge metal catalyst). Solvent: CO (methanol). Reaction conditions: temperature 40 celsius. Product: CC1COC2=C(N1)C=CC=C2 (3,4-dihydro-3-methyl-2H-1,4-benzoxazine). As a reaction SMILES: [H][H].[N+:3]([C:6]1[CH:16]=[CH:15][CH:14]=[CH:13][C:7]=1[O:8][CH2:9][C:10](=O)[CH3:11])([O-])=O.[N+](C(OC1C=CC=CC=1)C(=O)C)([O-])=O>[Ni].CO>[CH3:11][CH:10]1[NH:3][C:6]2[CH:16]=[CH:15][CH:14]=[CH:13][C:7]=2[O:8][CH2:9]1. Procedure details: Reaction conditions: 220 bar of hydrogen, reaction temperature 60° C. with a residence time of about 60-90 minutes. The space velocity was about 2 g of o-nitrophenoxyacetone per g of catalyst used and hour. The catalyst used was a nickel sponge metal catalyst from H. C. Starck, Amperkat Ni—Mo 3706 (exchange of the water under which the catalyst is stored for methanol). The yields in this step were 95+%; at least 100 g of nitrophenoxyacetone were converted per gram of theoretically dry catalyst. ...